Dataset: the Open Reaction Database (ORD), a public repository of structured organic reaction records. Task: describe an organic reaction: reactants, conditions, products, and yield The reactants are COC1=CC=C(C=C1)Br (4-methoxy-bromobenzene), C(C)(=O)C1=CC=C(C=C1)B(O)O (4-acetylphenyl boronic acid), ( 100 ). Yields the product COC1=CC=C(C=C1)C1=CC=C(C=C1)C(C)=O (4′-Methoxy-4-acetylbiphenyl). Isolated yield 84.0%. Reaction SMILES: [CH3:1][O:2][C:3]1[CH:8]=[CH:7][C:6](Br)=[CH:5][CH:4]=1.[C:10]([C:13]1[CH:18]=[CH:17][C:16](B(O)O)=[CH:15][CH:14]=1)(=[O:12])[CH3:11]>>[CH3:1][O:2][C:3]1[CH:8]=[CH:7][C:6]([C:16]2[CH:17]=[CH:18][C:13]([C:10](=[O:12])[CH3:11])=[CH:14][CH:15]=2)=[CH:5][CH:4]=1. Procedure: From 4-methoxy-bromobenzene and 4-acetylphenyl boronic acid, yield 84%; mp 150-151° C. (lit.,5 153-154° C.); IR: 1676, 1602, 1456 and 1236; 1H NMR (400 MHz; CDCl3): 8.01 (2H, d, J 8.4), 7.64 (2H, d, J 8.3), 7.58 (2H, d, J 8.8), 7 (2H, d, J 8.5), 3.86 (3H, s) and 2.62 (3H, s); 13C NMR (CDCl3): 197.6, 159.9, 145.3, 135.3, 132.2, 128.9, 128.3, 126.5, 114.4, 55.3 and 26.5; m/z (EI) 226 (80%, M+), 211 (100) and 69 (60)(Found: M+, 226.099. C15H14O2 requires M, 226.099). Starting materials: OCC=1N=CC=2NC3=CC=CC=C3C2C1 (3-hydroxymethyl-beta-carboline), C(C)(=O)[O-].C(C)(=O)[O-].C(C)(=O)[O-].C(C)(=O)[O-].[Pb+4] (lead tetra-acetate). The solvent is O (water). Run at temperature 80 celsius. Yields the product C1=NC(=CC=2C3=CC=CC=C3NC12)C=O (beta-carboline-3-carboxaldehyde). The yield is 82.7%. As a reaction SMILES: [OH:1][CH2:2][C:3]1[N:4]=[CH:5][C:6]2[NH:7][C:8]3[C:13]([C:14]=2[CH:15]=1)=[CH:12][CH:11]=[CH:10][CH:9]=3.C([O-])(=O)C.C([O-])(=O)C.C([O-])(=O)C.C([O-])(=O)C.[Pb+4]>O>[CH:5]1[C:6]2[NH:7][C:8]3[C:13](=[CH:12][CH:11]=[CH:10][CH:9]=3)[C:14]=2[CH:15]=[C:3]([CH:2]=[O:1])[N:4]=1 |f:1.2.3.4.5|. Procedure details: A mixture of 3.3 g of 3-hydroxymethyl-beta-carboline, 300 ml of water-free pyridine and 9.9 g of lead tetra-acetate is heated in an oil bath for 4 h at about 80° C. After cooling and evaporation, 150 ml of water is added. The crystalline residue is filtered off, washed with a 5% aqueous potassium carbonate solution and then again with water. The air-dried product (3.5 g) is boiled in 0.7 liters of 2-propanol with activated carbon and is filtered hot. After evaporation, 2.7 g of beta-carboline-3-...